Dataset: the Open Reaction Database (ORD), a public repository of structured organic reaction records. Task: describe an organic reaction: reactants, conditions, products, and yield Starting materials: COC[C@@H]1N(CCC2=C(C=CC=C12)C)[S@](=O)C1=CC=C(C=C1)C ((1R)-1-(methoxymethyl)-5-methyl-2-[(R)-(4-methylphenyl)sulfinyl]-1,2,3,4-tetrahydroisoquinoline), Cl (hydrochloric acid), O.C([O-])([O-])=O.[Na+].[Na+] (sodium carbonate water). The solvent is CCO (EtOH), C1CCOC1 (THF). Run at temperature 0 celsius. The product is COC[C@@H]1NCCC2=C(C=CC=C12)C ((1R)-1-(methoxymethyl)-5-methyl-1,2,3,4-tetrahydroisoquinoline). Yield: 89.0%. RXN SMILES: [CH3:1][O:2][CH2:3][C@H:4]1[C:13]2[C:8](=[C:9]([CH3:14])[CH:10]=[CH:11][CH:12]=2)[CH2:7][CH2:6][N:5]1[S@@](C1C=CC(C)=CC=1)=O.Cl.O.C(=O)([O-])[O-].[Na+].[Na+]>CCO.C1COCC1>[CH3:1][O:2][CH2:3][C@H:4]1[C:13]2[C:8](=[C:9]([CH3:14])[CH:10]=[CH:11][CH:12]=2)[CH2:7][CH2:6][NH:5]1 |f:2.3.4.5|. Procedure details: To a mixed solution of (1R)-1-(methoxymethyl)-5-methyl-2-[(R)-(4-methylphenyl)sulfinyl]-1,2,3,4-tetrahydroisoquinoline (2.47 g) in EtOH (45 mL) and THF (10 mL) was added concentrated hydrochloric acid (3.1 mL) under stirring at 0° C., followed by further stirring for 10 minutes. To the mixture was added saturated sodium carbonate water (50 mL), followed by extraction with EtOAc. The organic layer was washed with a 1 M aqueous sodium hydroxide solution and a saturated aqueous sodium chloride solu...